Dataset: the Open Reaction Database (ORD), a public repository of structured organic reaction records. Task: describe an organic reaction: reactants, conditions, products, and yield Reactants: C(C1=CC=CC=C1)(=O)N1CC(CCC1)C(=O)OCC (ethyl 1-benzoyl-3-piperidinecarboxylate), C(C)(C)N(CC)C(C)C (diisopropylethylamine), OC1CNCCC1 (3-hydroxypiperidine), S1C(=CC=C1)CC(=O)Cl (2-thiopheneacetyl chloride). The product is S1C(=CC=C1)CC(=O)N1CC(CCC1)O (1-(2-thiopheneacetyl)-3-hydroxypiperidine). Isolated yield 66.1%. RXN SMILES: C(N1CCCC(C(OCC)=O)C1)(=O)C1C=CC=CC=1.[OH:20][CH:21]1[CH2:26][CH2:25][CH2:24][NH:23][CH2:22]1.[S:27]1[CH:31]=[CH:30][CH:29]=[C:28]1[CH2:32][C:33](Cl)=[O:34].C(N(C(C)C)CC)(C)C>>[S:27]1[CH:31]=[CH:30][CH:29]=[C:28]1[CH2:32][C:33]([N:23]1[CH2:24][CH2:25][CH2:26][CH:21]([OH:20])[CH2:22]1)=[O:34]. Procedure details: This reaction was run in the same manner as ethyl 1-benzoyl-3-piperidinecarboxylate, starting with commercially available 3-hydroxypiperidine (1.03 g; 10.2 mmol) and 2-thiopheneacetyl chloride (1.2 ml; 10 mmol) and diisopropylethylamine (1.9 ml; 10.9 mmol). The crude product was purified by chromatography on silica, eluting with 100% ethyl acetate, giving 1-(2-thiopheneacetyl)-3-hydroxypiperidine (1.49 g) as a yellow oil, which solidified on standing. MS m/z (positive ion) 248 (M+Na+; 50), 226 (...